Task: describe an organic reaction: reactants, conditions, products, and yield. Dataset: the Open Reaction Database (ORD), a public repository of structured organic reaction records Reactants: N1N=NN=C1C1=C(C=CC=C1)C1=CC=C(C=C1)CC=1C(N(C(=NC1CCCC)C)C1=NC=C(C=N1)OC1CCC(CC1)O[Si](C)(C)C(C)(C)C)=O (5-{[2′-(1H-tetrazol-5-yl)biphenyl-4-yl]methyl}-6-butyl-3-{5-[4-(tert-butyldimethylsilyloxy)cyclohexyloxy]pyrimidin-2-yl}-2-methylpyrimidin-4 (3H)-one), N1N=NN=C1C1=C(C=CC=C1)C1=CC=C(C=C1)CC=1C(N(C(=NC1CCCC)C)C1=NC=C(C=N1)OC1CCC(CC1)O[Si](C)(C)C(C)(C)C)=O (5-{[2′-(1H-tetrazol-5-yl)biphenyl-4-yl]methyl}-6-butyl-3-{5-[4-(tert-butyldimethylsilyloxy)cyclohexyloxy]pyrimidin-2-yl}-2-methylpyrimidin-4 (3H)-one), Cl (HCl). Reaction conditions: time 1 hour. Yields the product N1N=NN=C1C1=C(C=CC=C1)C1=CC=C(C=C1)CC=1C(N(C(=NC1CCCC)C)C1=NC=C(C=N1)OC1CCC(CC1)O)=O (5-{[2′-(1H-tetrazol-5-yl)biphenyl-4-yl]methyl}-6-butyl-3-[5-(4-hydroxycyclohexyloxy)pyrimidin-2-yl]-2-methylpyrimidin-4 (3H)-one). RXN SMILES: [NH:1]1[C:5]([C:6]2[CH:11]=[CH:10][CH:9]=[CH:8][C:7]=2[C:12]2[CH:17]=[CH:16][C:15]([CH2:18][C:19]3[C:20](=[O:51])[N:21]([C:30]4[N:35]=[CH:34][C:33]([O:36][CH:37]5[CH2:42][CH2:41][CH:40]([O:43][Si](C(C)(C)C)(C)C)[CH2:39][CH2:38]5)=[CH:32][N:31]=4)[C:22]([CH3:29])=[N:23][C:24]=3[CH2:25][CH2:26][CH2:27][CH3:28])=[CH:14][CH:13]=2)=[N:4][N:3]=[N:2]1.Cl>>[NH:4]1[C:5]([C:6]2[CH:11]=[CH:10][CH:9]=[CH:8][C:7]=2[C:12]2[CH:17]=[CH:16][C:15]([CH2:18][C:19]3[C:20](=[O:51])[N:21]([C:30]4[N:35]=[CH:34][C:33]([O:36][CH:37]5[CH2:38][CH2:39][CH:40]([OH:43])[CH2:41][CH2:42]5)=[CH:32][N:31]=4)[C:22]([CH3:29])=[N:23][C:24]=3[CH2:25][CH2:26][CH2:27][CH3:28])=[CH:14][CH:13]=2)=[N:1][N:2]=[N:3]1. Procedure details: To the ethanol (1 mL) solution of 5-{[2′-(1H-tetrazol-5-yl)biphenyl-4-yl]methyl}-6-butyl-3-{5-[4-(tert-butyldimethylsilyloxy)cyclohexyloxy]pyrimidin-2-yl}-2-methylpyrimidin-4 (3H)-one (38 mg, 0.054 mmol), conc. HCl (30 mg, 0.823 mmol) was added and stirred at room temperature for 1 hr. The reaction mixture was concentrated in vacuo, and the resulting residues were subjected to silica gel column chromatography (chloroform:methanol=5:1) to obtain 5-{[2′-(1H-tetrazol-5-yl)biphenyl-4-yl]methyl}-6-bu... RXN SMILES: [CH:1]1([NH:9][C:10]2[CH:15]=[CH:14][N:13]=[CH:12][C:11]=2[S:16]([NH2:19])(=[O:18])=[O:17])[CH2:8][CH2:7][CH2:6][CH2:5][CH2:4][CH2:3][CH2:2]1.[CH2:20]([N:22]=[C:23]=[S:24])[CH3:21]>>[CH:1]1([NH:9][C:10]2[CH:15]=[CH:14][N:13]=[CH:12][C:11]=2[S:16]([NH:19][C:23]([NH:22][CH2:20][CH3:21])=[S:24])(=[O:18])=[O:17])[CH2:2][CH2:3][CH2:4][CH2:5][CH2:6][CH2:7][CH2:8]1. The reactants are C1(CCCCCCC1)NC1=C(C=NC=C1)S(=O)(=O)N ((4-(cyclooctylamino)pyrid-3-yl)sulfonamide), C(C)N=C=S (ethylisothiocyanate). Product: C1(CCCCCCC1)NC1=C(C=NC=C1)S(=O)(=O)NC(=S)NCC (N-((4-(cyclooctylamino)pyrid-3-yl)sulfonyl)-N'-ethylthiourea). Procedure details: The procedure is identical to that of Example 5, using (4-(cyclooctylamino)pyrid-3-yl)sulfonamide and ethylisothiocyanate as the starting materials. Yield is similar. Melting point: 196°-198° C.